From a dataset of the Open Reaction Database (ORD), a public repository of structured organic reaction records. describe an organic reaction: reactants, conditions, products, and yield The reactants are O=C([O-])O, CCC(O)(C#Cc1ccc(C(CC)(CC)c2ccc(B3OC(C)(C)C(C)(C)O3)c(C)c2)cc1C)CC, ClCCl, [Na+], C[Si](C)(C)OS(=O)(=O)C(F)(F)F, c1ccncc1. Product: CCC(C#Cc1ccc(C(CC)(CC)c2ccc(B3OC(C)(C)C(C)(C)O3)c(C)c2)cc1C)(CC)O[Si](C)(C)C. As a reaction SMILES: [C:55](=[O:56])([OH:57])[O-:58].[CH2:19]([CH3:20])[C:21]([C:22]#[C:23][c:24]1[c:25]([CH3:51])[cH:26][c:27]([C:30]([CH2:31][CH3:32])([c:33]2[cH:34][c:35]([CH3:48])[c:36]([B:39]3[O:40][C:41]([CH3:46])([CH3:47])[C:42]([CH3:44])([CH3:45])[O:43]3)[cH:37][cH:38]2)[CH2:49][CH3:50])[cH:28][cH:29]1)([CH2:52][CH3:53])[OH:54].[Cl:60][CH2:61][Cl:62].[Na+:59].[S:7]([C:8]([F:9])([F:10])[F:11])(=[O:12])(=[O:13])[O:14][Si:15]([CH3:16])([CH3:17])[CH3:18].[cH:1]1[cH:2][cH:3][n:4][cH:5][cH:6]1>>[O:14]([Si:15]([CH3:16])([CH3:17])[CH3:18])[C:21]([CH2:19][CH3:20])([C:22]#[C:23][c:24]1[c:25]([CH3:51])[cH:26][c:27]([C:30]([CH2:31][CH3:32])([c:33]2[cH:34][c:35]([CH3:48])[c:36]([B:39]3[O:40][C:41]([CH3:46])([CH3:47])[C:42]([CH3:44])([CH3:45])[O:43]3)[cH:37][cH:38]2)[CH2:49][CH3:50])[cH:28][cH:29]1)[CH2:52][CH3:53].